From a dataset of the Open Reaction Database (ORD), a public repository of structured organic reaction records. describe an organic reaction: reactants, conditions, products, and yield The reactants are C(C)(=O)OC(C)=O (Acetic anhydride), Cl.COC1=CC2=C(N=C(S2)N2C(CNCC2)COC=2C=NC=CC2)C=C1 (6-methoxy-2-(2-((pyridin-3-yloxy)methyl)piperazin-1-yl)benzo[d]thiazole hydrochloride). Run in C1CCOC1 (THF). Run at temperature 70 celsius. Product: Cl.Cl.COC1=CC2=C(N=C(S2)N2C(CN(CC2)C(C)=O)COC=2C=NC=CC2)C=C1 (1-(4-(6-methoxybenzo[d]thiazol-2-yl)-3-((pyridin-3-yloxy)methyl)piperazin-1-yl)ethanone dihydrochloride). Isolated yield 85.0%. RXN SMILES: [C:1](OC(=O)C)(=[O:3])[CH3:2].[ClH:8].[CH3:9][O:10][C:11]1[CH:33]=[CH:32][C:14]2[N:15]=[C:16]([N:18]3[CH2:23][CH2:22][NH:21][CH2:20][CH:19]3[CH2:24][O:25][C:26]3[CH:27]=[N:28][CH:29]=[CH:30][CH:31]=3)[S:17][C:13]=2[CH:12]=1>C1COCC1>[ClH:8].[ClH:8].[CH3:9][O:10][C:11]1[CH:33]=[CH:32][C:14]2[N:15]=[C:16]([N:18]3[CH2:23][CH2:22][N:21]([C:1](=[O:3])[CH3:2])[CH2:20][CH:19]3[CH2:24][O:25][C:26]3[CH:27]=[N:28][CH:29]=[CH:30][CH:31]=3)[S:17][C:13]=2[CH:12]=1 |f:1.2,4.5.6|. Procedure: Acetic anhydride (0.100 mL) was added to a solution of 6-methoxy-2-(2-((pyridin-3-yloxy)methyl)piperazin-1-yl)benzo[d]thiazole hydrochloride (73.2 mg, 0.186 mmol) in THF (2 mL), and the mixture was heated to 70° C. for 2 h. Upon cooling to rt, the reaction mixture was concentrated under reduced pressure and purified by HPLC (5 to 50% MeCN/0.1% TFA in H2O/0.1% TFA gradient). The fractions containing the desired product were brought to pH 12 with 1 N NaOH and were extracted with EtOAc (3×). The co... Reactants: NC=1N=C(C2=C(N1)SC(=N2)CCC2=CC=C(C=C2)F)S(=O)(=O)C (5-amino-2-[2-(4-fluorophenyl)ethyl]-7-methanesulfonyl-thiazolo[5,4-d]pyrimidine), N1CCNCCC1 (homopiperazine), ClC1=CC=C(OCC(=O)Cl)C=C1 (4-chlorophenoxyacetyl chloride), C(C)(C)N(CC)C(C)C (diisopropylethylamine). Solvent: ClCCl (dichloromethane), ClCCl (dichloromethane). Conditions: time 2 hour. Product: NC=1N=C(C2=C(N1)SC(=N2)CCC2=CC=C(C=C2)F)N2CCN(CCC2)C(COC2=CC=C(C=C2)Cl)=O (5-amino-2-[2-(4-fluorophenyl)ethyl]-7-(4-[2-(4-chlorophenoxy)acetyl]homopiperazin-1-yl)-thiazolo[5,4-d]pyrimidine). Isolated yield 50.2%. Reaction SMILES: [NH2:1][C:2]1[N:3]=[C:4](S(C)(=O)=O)[C:5]2[N:10]=[C:9]([CH2:11][CH2:12][C:13]3[CH:18]=[CH:17][C:16]([F:19])=[CH:15][CH:14]=3)[S:8][C:6]=2[N:7]=1.[NH:24]1[CH2:30][CH2:29][CH2:28][NH:27][CH2:26][CH2:25]1.C(N(C(C)C)CC)(C)C.[Cl:40][C:41]1[CH:51]=[CH:50][C:44]([O:45][CH2:46][C:47](Cl)=[O:48])=[CH:43][CH:42]=1>ClCCl>[NH2:1][C:2]1[N:3]=[C:4]([N:24]2[CH2:30][CH2:29][CH2:28][N:27]([C:47](=[O:48])[CH2:46][O:45][C:44]3[CH:50]=[CH:51][C:41]([Cl:40])=[CH:42][CH:43]=3)[CH2:26][CH2:25]2)[C:5]2[N:10]=[C:9]([CH2:11][CH2:12][C:13]3[CH:18]=[CH:17][C:16]([F:19])=[CH:15][CH:14]=3)[S:8][C:6]=2[N:7]=1. Procedure: To a solution of 5-amino-2-[2-(4-fluorophenyl)ethyl]-7-methanesulfonyl-thiazolo[5,4-d]pyrimidine (50 mg, 0.14 mmol) in dichloromethane (4 ml) was added homopiperazine (1.4 mmol). The reaction mixture was stirred at room temperature for 2 hours. The mixture was extracted, the organic phase was dried over MgSO4 after which the solvent was removed in vacuo. The residue was dissolved in dichloromethane whereupon diisopropylethylamine (0.28 mmol, 47 μL) followed by 4-chlorophenoxyacetyl chloride (0.1... The reactants are N1C=NC=C1 (imidazole), C(C)(C)(C)[Si](Cl)(C)C (tert-butyldimethylchlorosilane), C(C)OC=1C=C(C=CC1OCC)C=1SC=C(N1)C1=CC(=C(C=C1)O)C(=O)OC (2-(3,4-diethoxyphenyl)-4-(3-methoxycarbonyl-4-hydroxyphenyl)thiazole), ice water, C(C)(=O)OCC (ethyl acetate). The solvent is CN(C=O)C (dimethylformamide). Reaction conditions: time 4 hour. Yields the product C(C)OC=1C=C(C=CC1OCC)C=1SC=C(N1)C1=CC(=C(C=C1)O[Si](C)(C)C(C)(C)C)C(=O)OC (2-(3,4-diethoxyphenyl)-4-(3-methoxycarbonyl-4-tert-butyldimethylsilyloxyphenyl)thiazole). Yield: 99.4%. As a reaction SMILES: N1C=CN=C1.[C:6]([Si:10]([CH3:13])([CH3:12])Cl)([CH3:9])([CH3:8])[CH3:7].[CH2:14]([O:16][C:17]1[CH:18]=[C:19]([C:26]2[S:27][CH:28]=[C:29]([C:31]3[CH:36]=[CH:35][C:34]([OH:37])=[C:33]([C:38]([O:40][CH3:41])=[O:39])[CH:32]=3)[N:30]=2)[CH:20]=[CH:21][C:22]=1[O:23][CH2:24][CH3:25])[CH3:15].C(OCC)(=O)C>CN(C)C=O>[CH2:14]([O:16][C:17]1[CH:18]=[C:19]([C:26]2[S:27][CH:28]=[C:29]([C:31]3[CH:36]=[CH:35][C:34]([O:37][Si:10]([C:6]([CH3:9])([CH3:8])[CH3:7])([CH3:13])[CH3:12])=[C:33]([C:38]([O:40][CH3:41])=[O:39])[CH:32]=3)[N:30]=2)[CH:20]=[CH:21][C:22]=1[O:23][CH2:24][CH3:25])[CH3:15]. Procedure details: 5.23 g of imidazole and 4.85 g of tert-butyldimethylchlorosilane were added, in this order, to a suspension of 4.02 g of 2-(3,4-diethoxyphenyl)-4-(3-methoxycarbonyl-4-hydroxyphenyl)thiazole in 60 ml of dimethylformamide at room temperature. The mixture was stirred at the same temperature for 4 hours. To the reaction mixture were added 100 ml of ice water and 200 ml of ethyl acetate. The organic layer was separated, washed with 100 ml of water and 50 ml of a saturated aqueous sodium chloride solu... Reaction SMILES: [C:1]([C:3]1([NH:6][C:7]([C@@H:9]2[CH2:13][C@@H:12]([S:14]([C:17]3[CH:22]=[CH:21][C:20](F)=[CH:19][C:18]=3[C:24]([F:27])([F:26])[F:25])(=[O:16])=[O:15])[CH2:11][C@H:10]2[C:28]([N:30]2[CH2:33][C:32]([F:35])([F:34])[CH2:31]2)=[O:29])=[O:8])[CH2:5][CH2:4]1)#[N:2].[C:36]([N:40]1[CH2:45][CH2:44][NH:43][CH2:42][CH2:41]1)([CH3:39])([CH3:38])[CH3:37]>>[C:1]([C:3]1([NH:6][C:7]([C@@H:9]2[CH2:13][C@@H:12]([S:14]([C:17]3[CH:22]=[CH:21][C:20]([N:43]4[CH2:44][CH2:45][N:40]([C:36]([CH3:39])([CH3:38])[CH3:37])[CH2:41][CH2:42]4)=[CH:19][C:18]=3[C:24]([F:27])([F:26])[F:25])(=[O:16])=[O:15])[CH2:11][C@H:10]2[C:28]([N:30]2[CH2:31][C:32]([F:35])([F:34])[CH2:33]2)=[O:29])=[O:8])[CH2:4][CH2:5]1)#[N:2]. Yields the product C(#N)C1(CC1)NC(=O)[C@H]1[C@@H](C[C@@H](C1)S(=O)(=O)C1=C(C=C(C=C1)N1CCN(CC1)C(C)(C)C)C(F)(F)F)C(=O)N1CC(C1)(F)F ((1R,2R,4R)-4-[4-(4-tert-Butyl-piperazin-1-yl)-2-trifluoromethyl-benzenesulfonyl]-2-(3,3-difluoro-azetidine-1-carbonyl)-cyclopentanecarboxylic acid (1-cyano-cyclopropyl)-amide). The reactants are C(#N)C1(CC1)NC(=O)[C@H]1[C@@H](C[C@@H](C1)S(=O)(=O)C1=C(C=C(C=C1)F)C(F)(F)F)C(=O)N1CC(C1)(F)F ((1R,2R,4R)-2-(3,3-Difluoro-azetidine-1-carbonyl)-4-(4-fluoro-2-trifluoromethyl-benzenesulfonyl)-cyclopentanecarboxylic acid (1-cyano-cyclopropyl)-amide), C(C)(C)(C)N1CCNCC1 (1-tert-butyl-piperazine). Procedure: The title compound was prepared in analogy to Example 127 using (1R,2R,4R)-2-(3,3-Difluoro-azetidine-1-carbonyl)-4-(4-fluoro-2-trifluoromethyl-benzenesulfonyl)-cyclopentanecarboxylic acid (1-cyano-cyclopropyl)-amide (Example 118) and 1-tert-butyl-piperazine. Light yellow foam. MS (EI): 646.2 (M+H)+.